The task is: describe an organic reaction: reactants, conditions, products, and yield. This data is from the Open Reaction Database (ORD), a public repository of structured organic reaction records. The reactants are C(C)OC(CN(CCC#N)C)=O (N-methyl-N-(2-cyanoethyl)glycine ethyl ester), [H][H] (hydrogen), 100. Reagents/catalysts: [Co] (cobalt). The solvent is C(C)O (ethanol). Product: CN1CC(NCCC1)=O (1-N-methyl-hexahydro-1,4-diazepin-3-one). Yield: 75.1%. Reaction SMILES: C([O:3][C:4](=O)[CH2:5][N:6]([CH3:11])[CH2:7][CH2:8][C:9]#[N:10])C.[H][H]>C(O)C.[Co]>[CH3:11][N:6]1[CH2:7][CH2:8][CH2:9][NH:10][C:4](=[O:3])[CH2:5]1. Reported procedure: A solution of 750 g of N-methyl-N-(2-cyanoethyl)glycine ethyl ester (prepared from methylaminopropionitrile and ethyl chloroacetate) in 1 liter of ethanol is hydrogenated in the presence of 60 g of Raney cobalt in an autoclave at a temperature of from 80° to 90°C and under a pressure of 100 to 120 atms. of hydrogen. The calculated quantity of hydrogen has been absorbed after about 1 hour. The hydrogenated solution is filtered off from the catalyst. The solid residue left after the ethanol has be... The reactants are COC=1C=C(C=CC1OC)C=1C(C(NN1)=O)(CC)CC (5-(3,4-dimethoxyphenyl)-4,4-diethyl-2,4-dihydro-3H-pyrazol-3-one), CC1=CC=C(C=C1)S(=O)(=O)OC1CCN(CC1)C(=O)OC(C)(C)C (tert-butyl 4-{[(4-methylphenyl)sulfonyl]oxy}piperidine-1-carboxylate), COC=1C=C(C=CC1OC)C=1C(C(NN1)=O)(CC)CC (5-(3,4-dimethoxyphenyl)-4,4-diethyl-2,4-dihydro-3H-pyrazol-3-one), CC1=CC=C(C=C1)S(=O)(=O)OC1CCN(CC1)C(=O)OC(C)(C)C (tert-butyl 4-{[(4-methylphenyl)sulfonyl]oxy}piperidine-1-carboxylate). The product is COC=1C=C(C=CC1OC)C=1C(C(N(N1)C1CCNCC1)=O)(CC)CC (5-(3,4-dimethoxyphenyl)-4,4-diethyl-2-piperidin-4-yl-2,4-dihydro-3H-pyrazol-3-one). Reaction SMILES: [CH3:1][O:2][C:3]1[CH:4]=[C:5]([C:11]2[C:12]([CH2:19][CH3:20])([CH2:17][CH3:18])[C:13](=[O:16])[NH:14][N:15]=2)[CH:6]=[CH:7][C:8]=1[O:9][CH3:10].CC1C=CC(S(O[CH:32]2[CH2:37][CH2:36][N:35](C(OC(C)(C)C)=O)[CH2:34][CH2:33]2)(=O)=O)=CC=1>>[CH3:1][O:2][C:3]1[CH:4]=[C:5]([C:11]2[C:12]([CH2:19][CH3:20])([CH2:17][CH3:18])[C:13](=[O:16])[N:14]([CH:32]3[CH2:37][CH2:36][NH:35][CH2:34][CH2:33]3)[N:15]=2)[CH:6]=[CH:7][C:8]=1[O:9][CH3:10]. Procedure: Prepared analogously as described for the example B1 (Alternative 1) using 5-(3,4-dimethoxyphenyl)-4,4-diethyl-2,4-dihydro-3H-pyrazol-3-one (compound C7) and tert-butyl 4-(Toluene-4-sulfonyloxy)piperidine-1-carboxylate (compound E1) as starting compounds resulting in the title compound. (compound B7)